This data is from the Open Reaction Database (ORD), a public repository of structured organic reaction records. The task is: describe an organic reaction: reactants, conditions, products, and yield Reactants: FC(C=1C=C(C=CC1)O)(F)F (3-(trifluoromethyl)phenol), CC(C)([O-])C.[K+] (potassium t-butoxide). Conditions: time 30 minute. Product: FC(C=1C=C([O-])C=CC1)(F)F.[K+] (Potassium 3-(trifluoromethyl)phenoxide). As a reaction SMILES: [F:1][C:2]([F:11])([F:10])[C:3]1[CH:4]=[C:5]([OH:9])[CH:6]=[CH:7][CH:8]=1.CC(C)([O-])C.[K+:17]>>[F:1][C:2]([F:10])([F:11])[C:3]1[CH:4]=[C:5]([CH:6]=[CH:7][CH:8]=1)[O-:9].[K+:17] |f:1.2,3.4|. Reported procedure: A mixture of 1.94 g (12 mmol) of 3-(trifluoromethyl)phenol and 1.344 g (12 mmol) of potassium t-butoxide was stirred under argon for 30 min. A solution was resulted, and the by-product, t-butanol, was removed under vacuum and heat to give a white solid. The reactants are [Na] (Sodium), Cl.NC(=N)N (guanidine hydrochloride), CN(C=CC(=O)C1=C(C=CC=C1)O)C (3-(dimethylamino)-1-(2-hydroxyphenyl)-2-propen-1-one), C[O-].[Na+] (sodium methoxide). The solvent is CO (methanol). Product: NC1=NC=CC(=N1)C1=C(C=CC=C1)O (2-amino-4-(2-hydroxyphenyl)pyrimidine). The yield is 86.8%. As a reaction SMILES: [Na].C[O-].[Na+].Cl.[NH2:6][C:7]([NH2:9])=[NH:8].CN(C)[CH:12]=[CH:13][C:14]([C:16]1[CH:21]=[CH:20][CH:19]=[CH:18][C:17]=1[OH:22])=O>CO>[NH2:8][C:7]1[N:9]=[C:14]([C:16]2[CH:21]=[CH:20][CH:19]=[CH:18][C:17]=2[OH:22])[CH:13]=[CH:12][N:6]=1 |f:1.2,3.4,^1:0|. Procedure: Sodium (1.21 g, 52.6 mmol) is added to 200 ml methanol to prepare a solution of sodium methoxide. After addition of guanidine hydrochloride (12.41 g, 129.9 mmol) and 3-(dimethylamino)-1-(2-hydroxyphenyl)-2-propen-1-one (5.0 g, 26.15 mmol; J. Heterocyclic Chem., 14:345, 1977) the mixture is heated at reflux over night. The reaction solvent is removed under reduced pressure, and the residue treated with water. The resulting precipitate is collected by filtration and dried in vacuo to give 4.25 g o...